This data is from the Open Reaction Database (ORD), a public repository of structured organic reaction records. The task is: describe an organic reaction: reactants, conditions, products, and yield The reactants are FC1=C2C(NC(=NC2=C(C=C1)F)C)=O (5,8-difluoro-2-methyl-3H-quinazolin-4-one), P(Cl)(Cl)(Cl)(Cl)Cl (phosphorus pentachloride), C(=O)(O)[O-].[Na+] (NaHCO3). The reagents and catalysts are [Pd] (palladium on carbon). The solvent is P(=O)(Cl)(Cl)Cl (phosphoryl chloride). Reaction conditions: time 72 hour. Product: FC1=C2C=NC(=NC2=C(C=C1)F)C (5,8-difluoro-2-methylquinazoline). The yield is 58.2%. As a reaction SMILES: [F:1][C:2]1[CH:11]=[CH:10][C:9]([F:12])=[C:8]2[C:3]=1[C:4](=O)[NH:5][C:6]([CH3:13])=[N:7]2.P(Cl)(Cl)(Cl)(Cl)Cl.C([O-])(O)=O.[Na+]>P(Cl)(Cl)(Cl)=O.[Pd]>[F:1][C:2]1[CH:11]=[CH:10][C:9]([F:12])=[C:8]2[C:3]=1[CH:4]=[N:5][C:6]([CH3:13])=[N:7]2 |f:2.3|. Reported procedure: A solution of 2.4 g (18.6 mmol) of 2,5-difluoroaniline in 11 ml of water and 1.6 ml of concentrated hydrochloric acid (37%) that is 50° C. is added to a solution of 3.35 g (20.25 mmol) of chloral hydrate and 21.27 g (149.7 mmol) of sodium sulfate in 72 ml of water, which was previously stirred at this temperature for 1 hour. It is stirred for another 30 minutes at room temperature, and after the addition of 4.09 g (58.9 mmol) of hydroxylammonium chloride in 19 ml of water, it is heated over 45 m... The reactants are COCC(C)Oc1cc(Cl)cnc1[N+](=O)[O-], [K+], [K+], O=C([O-])[O-], CN(C)C=O, O, Oc1ccccc1. The product is COCC(C)Oc1cc(Oc2ccccc2)cnc1[N+](=O)[O-]. Reaction SMILES: [Cl:1][c:2]1[cH:3][c:4]([O:11][CH:12]([CH2:13][O:14][CH3:15])[CH3:16])[c:5]([N+:8](=[O:9])[O-:10])[n:6][cH:7]1.[K+:24].[K+:25].[O-:26][C:27]([O-:28])=[O:29].[O:31]=[CH:32][N:33]([CH3:34])[CH3:35].[OH2:30].[OH:17][c:18]1[cH:19][cH:20][cH:21][cH:22][cH:23]1>>[c:2]1([O:17][c:18]2[cH:19][cH:20][cH:21][cH:22][cH:23]2)[cH:3][c:4]([O:11][CH:12]([CH2:13][O:14][CH3:15])[CH3:16])[c:5]([N+:8](=[O:9])[O-:10])[n:6][cH:7]1. Reactants: ClC1=C(C(=O)O)C=CC(=N1)Cl (2,6-dichloronicotinic acid), S(=O)(Cl)Cl (thionyl chloride). Product: ClC1=C(C(=O)Cl)C=CC(=N1)Cl (2,6-dichloronicotinoyl chloride). RXN SMILES: [Cl:1][C:2]1[N:10]=[C:9]([Cl:11])[CH:8]=[CH:7][C:3]=1[C:4](O)=[O:5].S(Cl)([Cl:14])=O>>[Cl:1][C:2]1[N:10]=[C:9]([Cl:11])[CH:8]=[CH:7][C:3]=1[C:4]([Cl:14])=[O:5]. Procedure: (1)-2 A mixture of 2,6-dichloronicotinic acid (50.6 g) with thionyl chloride (100 ml) was refluxed for 2 hours. The excess thionyl chloride was distilled off under reduced pressure, and crude product was distilled under reduced pressure to give 2,6-dichloronicotinoyl chloride (44.9 g). Product: FC(CN([C@@H]1CN(CCC1)C(=O)C=1C=CC(=NC1)N1N=CC(=C1O)C1=C(C(=C(C#N)C=C1)F)C)C)F ((S)-4-(1-(5-(3-((2,2-difluoroethyl)(methyl)amino)piperidine-1-carbonyl)pyridin-2-yl)-5-hydroxy-1H-pyrazol-4-yl)-2-fluoro-3-methylbenzonitrile). As a reaction SMILES: [C:1]([C:3]1[CH:8]=[CH:7][C:6]([C:9]2[CH:10]=[N:11][N:12]([C:15]3[CH:23]=[CH:22][C:18]([C:19](O)=[O:20])=[CH:17][N:16]=3)[C:13]=2[OH:14])=[C:5]([CH3:24])[C:4]=1[F:25])#[N:2].[F:26][CH:27]([F:37])[CH2:28][N:29]([CH3:36])[C@H:30]1[CH2:35][CH2:34][CH2:33][NH:32][CH2:31]1>>[F:37][CH:27]([F:26])[CH2:28][N:29]([CH3:36])[C@H:30]1[CH2:35][CH2:34][CH2:33][N:32]([C:19]([C:18]2[CH:22]=[CH:23][C:15]([N:12]3[C:13]([OH:14])=[C:9]([C:6]4[CH:7]=[CH:8][C:3]([C:1]#[N:2])=[C:4]([F:25])[C:5]=4[CH3:24])[CH:10]=[N:11]3)=[N:16][CH:17]=2)=[O:20])[CH2:31]1. Reported procedure: The title compound was prepared in a manner similar to Example 303 using 6-(4-(4-cyano-3-fluoro-2-methylphenyl)-5-hydroxy-1H-pyrazol-1-yl)nicotinic acid and (S)—N-(2,2-difluoroethyl)-N-methylpiperidin-3-amine. 1H NMR (400 MHz, DMSO-d6) δ ppm 1.41-1.93 (m, 3H) 1.98-2.06 (m, 1H) 2.33 (d, J=2.27 Hz, 3H) 2.52-3.90 (m, 9H) 4.26-4.73 (m, 1H) 5.99-6.62 (m, 1H) 7.63 (d, J=7.33 Hz, 1H) 7.74 (t, J=7.58 Hz, 1H) 8.08 (d, J=8.34 Hz, 1H) 8.13-8.51 (m, 2H) 8.54 (d, J=1.77 Hz, 1H). ESI-MS m/z [M+H]+ 499.3. Starting materials: C(#N)C1=C(C(=C(C=C1)C=1C=NN(C1O)C1=NC=C(C(=O)O)C=C1)C)F (6-(4-(4-cyano-3-fluoro-2-methylphenyl)-5-hydroxy-1H-pyrazol-1-yl)nicotinic acid), FC(CN([C@@H]1CNCCC1)C)F ((S)—N-(2,2-difluoroethyl)-N-methylpiperidin-3-amine). Reactants: O=Cc1cnc(Cl)s1, [H-], [Na+], C1CCOC1, S=c1[nH]c2ccccc2[nH]1. The product is O=Cc1cnc(Sc2nc3ccccc3[nH]2)s1. As a reaction SMILES: [Cl:13][c:14]1[s:15][c:16]([CH:19]=[O:20])[cH:17][n:18]1.[H-:11].[Na+:12].[O:21]1[CH2:22][CH2:23][CH2:24][CH2:25]1.[nH:1]1[c:2](=[S:10])[nH:3][c:4]2[c:5]1[cH:6][cH:7][cH:8][cH:9]2>>[nH:1]1[c:2]([S:10][c:14]2[s:15][c:16]([CH:19]=[O:20])[cH:17][n:18]2)[n:3][c:4]2[c:5]1[cH:6][cH:7][cH:8][cH:9]2. The reactants are Cl (hydrogen chloride), C(C)OC(CCCCCCC#N)=O (7-cyanoheptanoic acid ethyl ester), C(C)O (ethanol). Run in C(C)OCC (diethyl ether). The product is C(C)OC(CCCCCCC(=N)OCC)=O (7-ethoxycarbonimidoylheptanoic acid ethyl ester). Yield: 117.7%. As a reaction SMILES: Cl.[CH2:2]([O:4][C:5](=[O:14])[CH2:6][CH2:7][CH2:8][CH2:9][CH2:10][CH2:11][C:12]#[N:13])[CH3:3].[CH2:15]([OH:17])[CH3:16]>C(OCC)C>[CH2:2]([O:4][C:5](=[O:14])[CH2:6][CH2:7][CH2:8][CH2:9][CH2:10][CH2:11][C:12]([O:17][CH2:15][CH3:16])=[NH:13])[CH3:3]. Procedure: Bubble hydrogen chloride gas into a solution of 7-cyanoheptanoic acid ethyl ester (3.7 g, 20.0 mmol) in ethanol (24 mL, 40 mmol) and diethyl ether (100 mL) at 0° C. for 15 minutes. Remove the solvent under reduced pressure to provide 7-ethoxycarbonimidoylheptanoic acid ethyl ester (5.4 g, >99%), which is used without further purification. The reactants are S(=O)(=O)(OC)OC (dimethyl sulfate), [N+](=O)([O-])C1=C(C=NC=C1)[NH+](N1C=CC=C1)[O-] (4-nitro-N-(1H-pyrrol-1-yl)-3-pyridinamine-N-oxide), [H-].[Na+] (sodium hydride), O (water). The solvent is CN(C=O)C (dimethylformamide), CN(C=O)C (dimethylformamide), CN(C=O)C (dimethylformamide). Yields the product C[N+](C=1C=NC=CC1[N+](=O)[O-])(N1C=CC=C1)[O-] (N-Methyl-N-(1H-pyrrol-1-yl)-4-nitro-3-pyridinamine-N-oxide). The yield is 96.4%. As a reaction SMILES: [N+:1]([C:4]1[CH:9]=[CH:8][N:7]=[CH:6][C:5]=1[NH+:10]([O-:16])[N:11]1[CH:15]=[CH:14][CH:13]=[CH:12]1)([O-:3])=[O:2].[H-].[Na+].S(OC)(O[CH3:23])(=O)=O.O>CN(C)C=O>[CH3:23][N+:10]([O-:16])([N:11]1[CH:12]=[CH:13][CH:14]=[CH:15]1)[C:5]1[CH:6]=[N:7][CH:8]=[CH:9][C:4]=1[N+:1]([O-:3])=[O:2] |f:1.2|. Procedure: A solution of 4-nitro-N-(1H-pyrrol-1-yl)-3-pyridinamine-N-oxide (3.9 g) in 50 ml of dimethylformamide was added to a cooled suspension of sodium hydride (60% oil dispersion, 0.8 g, washed with hexanes) in 5 ml of dimethylformamide. After the anion formation, a solution of dimethyl sulfate (2.7 g) in 5 ml of dimethylformamide was added. After stirring twenty hours at ambient temperature, the reaction mixture was stirred with water and extracted with dichloromethane. The organic extract was washed...